This data is from the Open Reaction Database (ORD), a public repository of structured organic reaction records. The task is: describe an organic reaction: reactants, conditions, products, and yield The reactants are Cl (hydrochloric acid), B(Br)(Br)Br (Boron tribromide), COC1=C(C=C(C(=O)NNC(=O)C=2OC=C(C2C2=CC=CC=C2)C2=CC=CC=C2)C=C1)S(NC)(=O)=O (3,4-diphenyl-2-furancarboxylic acid 2-(4-methoxy-3-methylsulfamoylbenzoyl)hydrazide), [OH-].[Na+] (sodium hydroxide). The solvent is C(Cl)(Cl)Cl (chloroform), ClCCl (dichloromethane). Conditions: temperature 25 celsius, time 3 hour. Product: OC1=C(C=C(C(=O)NNC(=O)C=2OC=C(C2C2=CC=CC=C2)C2=CC=CC=C2)C=C1)S(NC)(=O)=O (3,4-diphenyl-2-furancarboxylic acid 2-(4-hydroxy-3-methylsulfamoylbenzoyl)hydrazide). Isolated yield 74.6%. Reaction SMILES: B(Br)(Br)Br.C[O:6][C:7]1[CH:35]=[CH:34][C:10]([C:11]([NH:13][NH:14][C:15]([C:17]2[O:18][CH:19]=[C:20]([C:28]3[CH:33]=[CH:32][CH:31]=[CH:30][CH:29]=3)[C:21]=2[C:22]2[CH:27]=[CH:26][CH:25]=[CH:24][CH:23]=2)=[O:16])=[O:12])=[CH:9][C:8]=1[S:36](=[O:40])(=[O:39])[NH:37][CH3:38].[OH-].[Na+].Cl>C(Cl)(Cl)Cl.ClCCl>[OH:6][C:7]1[CH:35]=[CH:34][C:10]([C:11]([NH:13][NH:14][C:15]([C:17]2[O:18][CH:19]=[C:20]([C:28]3[CH:33]=[CH:32][CH:31]=[CH:30][CH:29]=3)[C:21]=2[C:22]2[CH:23]=[CH:24][CH:25]=[CH:26][CH:27]=2)=[O:16])=[O:12])=[CH:9][C:8]=1[S:36](=[O:40])(=[O:39])[NH:37][CH3:38] |f:2.3|. Reported procedure: Boron tribromide (1 M dichloromethane solution; 2.37 ml) was added to a dichloromethane (10 ml) solution of the compound of Example 73 (0.40 g) at 0° C., and stirred at 25° C. for 3 hours. The reaction solution was mixed with 2 M aqueous sodium hydroxide solution, stirred for 0.3 hours, and mixed with 2 M hydrochloric acid and chloroform. The organic layer was washed with saturated brine and dried over MgSO4. The solvent was evaporated under reduced pressure, and the residue was purified by sili...